Dataset: the Open Reaction Database (ORD), a public repository of structured organic reaction records. Task: describe an organic reaction: reactants, conditions, products, and yield Reactants: C(C)C(C(C(=O)[O-])=O)Br (Ethylbromopyruvate), BrC=1C=CC(=NC1)N (5-bromo-2-aminopyridine), ClCCCl.C(C)O (DCE ethanol). Solvent: C(C)O (ethanol). Reaction conditions: time 30 minute. The product is C(C)OC(=O)C=1N=C2N(C=C(C=C2)Br)C1 (6-Bromoimidazo[1,2-a]pyridine-2-carboxylic Acid Ethyl Ester). As a reaction SMILES: C([CH:3](Br)[C:4](=O)[C:5]([O-:7])=[O:6])C.[Br:10][C:11]1[CH:12]=[CH:13][C:14]([NH2:17])=[N:15][CH:16]=1.Cl[CH2:19][CH2:20]Cl.C(O)C>C(O)C>[CH2:19]([O:7][C:5]([C:4]1[N:17]=[C:14]2[CH:13]=[CH:12][C:11]([Br:10])=[CH:16][N:15]2[CH:3]=1)=[O:6])[CH3:20] |f:2.3|. Procedure: Ethylbromopyruvate (62.0 g; 318 mmol; 40.0 ml) was added to a solution of 5-bromo-2-aminopyridine (50.0 g; 289 mmol) in ethanol (500 ml) through a dropping funnel. The reaction batch was first stirred for 30 min at room temperature and then refluxed for 8 hours while stirring (DC control: DCE-ethanol 5:1). The solvent was removed under vacuum and the residue taken up in DCM. It was washed first with saturated common salt solution and then with saturated sodium hydrogen carbonate solution. The or... The reactants are 31P, CNC(=O)NC (1,3-dimethylurea), P(OC1=CC=CC=C1)(OC1=CC=CC=C1)OC1=CC=CC=C1 (triphenyl phosphite), CCCC=S (3-methylthiopropionaldehyde), cyclic ester, C1(=CC=CC=C1)O (phenol), 1,4-dimethyl-3-(2-methylthioethyl)-2-phenoxy-1,4,2-diazophospholidin-5-one-2-oxide. The solvent is C1(=CC=CC=C1)C (toluene), 100g, C1(=CC=CC=C1)C (toluene). The product is CN(C(=O)NC)C(CCSC)P(O)(O)=O (1-(1,3-Dimethylureido)-3-(methylthio)propylphosphonic acid). As a reaction SMILES: [CH3:1][NH:2][C:3]([NH:5][CH3:6])=[O:4].[P:7]([O:22]C1C=CC=CC=1)([O:15]C1C=CC=CC=1)[O:8]C1C=CC=CC=1.C[CH2:30][CH2:31][CH:32]=[S:33].[C:34]1(O)C=CC=CC=1>C1(C)C=CC=CC=1>[CH3:1][N:2]([CH:30]([P:7](=[O:8])([OH:15])[OH:22])[CH2:31][CH2:32][S:33][CH3:34])[C:3]([NH:5][CH3:6])=[O:4]. Reported procedure: When a mixture of 0.5 mole each of 1,3-dimethylurea, triphenyl phosphite, and 3-methylthiopropionaldehyde in 100g of toluene is warmed to 75°, a reaction is initiated and the temperature increases rapidly to 120°. After further warming at 105° for 1 hr the resulting yellow product has a 31P nmr signal at -28.2 ppm for the cyclic ester, 1,4-dimethyl-3-(2-methylthioethyl)-2-phenoxy-1,4,2-diazophospholidin-5-one-2-oxide. The above product is then employed in a toluene solution from which by product...